From a dataset of the Open Reaction Database (ORD), a public repository of structured organic reaction records. describe an organic reaction: reactants, conditions, products, and yield Starting materials: ClC1C2=C(OCC3=C1C=CC=C3)C=CC(=C2)C(=O)OC (methyl 6,11-dihydro-11-chlordibenz[b,e]oxepin-2-carboxylate), N1C=NC=C1 (imidazole), O (water). The solvent is CN(C=O)C (dimethylformamide). Reaction conditions: time 1 hour. Product: N1(C=NC=C1)C1C2=C(OCC3=C1C=CC=C3)C=CC(=C2)C(=O)OC (Methyl 6,11-Dihydro-11-(1-imidazolyl)dibenz[b,e]oxepin-2-carboxylate). The yield is 70.3%. RXN SMILES: Cl[CH:2]1[C:8]2[CH:9]=[CH:10][CH:11]=[CH:12][C:7]=2[CH2:6][O:5][C:4]2[CH:13]=[CH:14][C:15]([C:17]([O:19][CH3:20])=[O:18])=[CH:16][C:3]1=2.[NH:21]1[CH:25]=[CH:24][N:23]=[CH:22]1.O>CN(C)C=O>[N:21]1([CH:2]2[C:8]3[CH:9]=[CH:10][CH:11]=[CH:12][C:7]=3[CH2:6][O:5][C:4]3[CH:13]=[CH:14][C:15]([C:17]([O:19][CH3:20])=[O:18])=[CH:16][C:3]2=3)[CH:25]=[CH:24][N:23]=[CH:22]1. Procedure details: Add 4.0 gm of methyl 6,11-dihydro-11-chlordibenz[b,e]oxepin-2-carboxylate to a 78° C. solution of 2.0 gm of imidazole in 15 ml of dimethylformamide. Stir under a nitrogen atmosphere for 1 hour. Cool to room temperature and pour into 25 ml of water. Extract twice with 125 ml of ether. Wash the combined ether extracts twice with 50 ml of water and with 25 ml of saturated aqueous sodium chloride. Dry over anhydrous sodium sulfate and evaporate to dryness to obtain the title product (Yield 3.12 gm). The reactants are C=1C=CC2=C(C1)C(=O)NC=N2 (quinazolinone), CN(C1=CC=CC=C1)C (N,N-dimethylaniline), P(=O)(Cl)(Cl)Cl (phosphorus oxychloride). The solvent is C1=CC=CC=C1 (benzene). Product: ClC1=NC(=NC2=CC=CC=C12)C=1C=NC=CC1 (4-chloro-2-(3-pyridyl)quinazoline). Reaction SMILES: [CH:1]1[CH:2]=[CH:3][C:4]2[N:11]=[CH:10][NH:9][C:7](=O)[C:5]=2[CH:6]=1.C[N:13]([CH3:20])[C:14]1[CH:19]=[CH:18][CH:17]=CC=1.P(Cl)(Cl)([Cl:23])=O>C1C=CC=CC=1>[Cl:23][C:7]1[C:5]2[C:4](=[CH:3][CH:2]=[CH:1][CH:6]=2)[N:11]=[C:10]([C:17]2[CH:20]=[N:13][CH:14]=[CH:19][CH:18]=2)[N:9]=1. Procedure details: A solution of the quinazolinone compound (6.7 g, prepared in Reference example 7) and 5.7 mL of N,N-dimethylaniline in 200 mL of benzene was heated to reflux, under nitrogen atmosphere, for one-half hour with the removal of 15 mL of distillate. After cooling to room temperature, phosphorus oxychloride (4.5 g) was added and the resulting solution heated to reflux for six hours. After cooling to room temperature, the solution was washed with ice water and dilute sodium hydroxide solution. The orga... The reactants are BrC1=C(N)C=CC(=C1)CC1CCCC1 (2-bromo-4-(cyclopentylmethyl)aniline), OCC(O)CO (glycerol). Yields the product C1(CCCC1)CC=1C=C2C=CC=NC2=C(C1)Br (6-(cyclopentylmethyl)-8-bromoquinoline). As a reaction SMILES: [Br:1][C:2]1[CH:8]=[C:7]([CH2:9][CH:10]2[CH2:14][CH2:13][CH2:12][CH2:11]2)[CH:6]=[CH:5][C:3]=1[NH2:4].O[CH2:16][CH:17]([CH2:19]O)O>>[CH:10]1([CH2:9][C:7]2[CH:6]=[C:5]3[C:3](=[C:2]([Br:1])[CH:8]=2)[N:4]=[CH:19][CH:17]=[CH:16]3)[CH2:11][CH2:12][CH2:13][CH2:14]1. Procedure details: 2-bromo-4-(cyclopentylmethyl)aniline and glycerol can be combined to form 6-(cyclopentylmethyl)-8-bromoquinoline, Reactants: C([O-])([O-])=O.[Cs+].[Cs+] (Cesium carbonate), ClC1=NC=CC2=C1N=CN2 (4-chloroimidazo[4,5-c]pyridine), C(=O)(OC)C(OC1=C(C=C(CBr)C=C1CCC)CCC)C1=CC2=C(C=C1)OCO2 (4-(1-carbomethoxy- 1-(3,4-methylenedioxyphenyl)methoxy)-3,5-dipropylbenzyl bromide). Solvent: CN(C)C=O (DMF), CN(C)C=O (DMF). Run at time 15 minute. Product: C(=O)(OC)C(OC1=C(C=C(C=C1CCC)CN1C=NC2=C1C(=NC=C2)Cl)CCC)C2=CC1=C(C=C2)OCO1 (3-[4-(1-carbomethoxy-1-(3,4-methylenedioxy-phenyl)methoxy)-3,5-dipropylphenylmethyl]-4-chloro-3H-imidazo[4,5-c]pyridine). Yield: 25.9%. Reaction SMILES: C(=O)([O-])[O-].[Cs+].[Cs+].[Cl:7][C:8]1[C:13]2[N:14]=[CH:15][NH:16][C:12]=2[CH:11]=[CH:10][N:9]=1.[C:17]([CH:21]([C:37]1[CH:42]=[CH:41][C:40]2[O:43][CH2:44][O:45][C:39]=2[CH:38]=1)[O:22][C:23]1[C:30]([CH2:31][CH2:32][CH3:33])=[CH:29][C:26]([CH2:27]Br)=[CH:25][C:24]=1[CH2:34][CH2:35][CH3:36])([O:19][CH3:20])=[O:18]>CN(C=O)C>[C:17]([CH:21]([C:37]1[CH:42]=[CH:41][C:40]2[O:43][CH2:44][O:45][C:39]=2[CH:38]=1)[O:22][C:23]1[C:30]([CH2:31][CH2:32][CH3:33])=[CH:29][C:26]([CH2:27][N:14]2[C:13]3[C:8]([Cl:7])=[N:9][CH:10]=[CH:11][C:12]=3[N:16]=[CH:15]2)=[CH:25][C:24]=1[CH2:34][CH2:35][CH3:36])([O:19][CH3:20])=[O:18] |f:0.1.2|. Procedure details: Cesium carbonate (117.3 mg, 0.36 mmol) was added to 4-chloroimidazo[4,5-c]pyridine (25 mg, 0.18 mmol) in DMF (2 mL) at room temperature under nitrogen. After stirring for 15 min, a solution of 4-(1-carbomethoxy- 1-(3,4-methylenedioxyphenyl)methoxy)-3,5-dipropylbenzyl bromide (106.5 mg, 0.23 mmol) in DMF (2 mL) was added and the mixture stirred at room temperature for 12 h. The mixture was poured onto ice/water and the crude product that precipitated was collected by filtration. The crude materia... Yields the product COC(=O)C(C)(C)NC(=O)c1cnc(N2CCCCC2)c(-c2ccc(F)cc2)n1. The reactants are COC(=O)C(C)(C)N, O=C(Cl)C(=O)Cl, ClCCl, O=C(O)c1cnc(N2CCCCC2)c(-c2ccc(F)cc2)n1. RXN SMILES: [CH3:29][O:30][C:31]([C:32]([CH3:33])([CH3:34])[NH2:35])=[O:36].[Cl:23][C:24]([C:25]([Cl:26])=[O:27])=[O:28].[Cl:37][CH2:38][Cl:39].[F:1][c:2]1[cH:3][cH:4][c:5](-[c:8]2[c:9]([N:17]3[CH2:18][CH2:19][CH2:20][CH2:21][CH2:22]3)[n:10][cH:11][c:12]([C:14](=[O:15])[OH:16])[n:13]2)[cH:6][cH:7]1>>[F:1][c:2]1[cH:3][cH:4][c:5](-[c:8]2[c:9]([N:17]3[CH2:18][CH2:19][CH2:20][CH2:21][CH2:22]3)[n:10][cH:11][c:12]([C:14](=[O:15])[NH:35][C:32]([C:31]([O:30][CH3:29])=[O:36])([CH3:33])[CH3:34])[n:13]2)[cH:6][cH:7]1. Starting materials: COC=1C=C2CN(CC2=CC1OC)C=1C(=C(C2=C(C(C(O2)(C)C)C2=CC=C(C=C2)C)C1C)C)C ((−)-5,6-dimethoxy-2-[2,2,4,6,7-pentamethyl-3-(4-methylphenyl)-2,3-dihydro-1-benzofuran-5-yl]isoindoline), C(Cl)(Cl)Cl (chloroform). Product: Cl.COC=1C=C2CN(CC2=CC1OC)C=1C(=C(C2=C(C(C(O2)(C)C)C2=CC=C(C=C2)CC)C1C)C)C ((−)-5,6-Dimethoxy-2-[2,2,4,6,7-pentamethyl-3-(4-ethylphenyl)-2,3-dihydro-1-benzofuran-5-yl]isoindoline hydrochloride). The yield is 61.0%. RXN SMILES: [CH3:1][O:2][C:3]1[CH:4]=[C:5]2[C:9](=[CH:10][C:11]=1[O:12][CH3:13])[CH2:8][N:7]([C:14]1[C:15]([CH3:34])=[C:16]([CH3:33])[C:17]3[O:21][C:20]([CH3:23])([CH3:22])[CH:19]([C:24]4[CH:29]=[CH:28][C:27]([CH3:30])=[CH:26][CH:25]=4)[C:18]=3[C:31]=1[CH3:32])[CH2:6]2.[CH:35](Cl)(Cl)[Cl:36]>>[ClH:36].[CH3:1][O:2][C:3]1[CH:4]=[C:5]2[C:9](=[CH:10][C:11]=1[O:12][CH3:13])[CH2:8][N:7]([C:14]1[C:15]([CH3:34])=[C:16]([CH3:33])[C:17]3[O:21][C:20]([CH3:23])([CH3:22])[CH:19]([C:24]4[CH:25]=[CH:26][C:27]([CH2:30][CH3:35])=[CH:28][CH:29]=4)[C:18]=3[C:31]=1[CH3:32])[CH2:6]2 |f:2.3|. Procedure: By using (−)-5,6-dimethoxy-2-[2,2,4,6,7-pentamethyl-3-(4-methylphenyl)-2,3-dihydro-1-benzofuran-5-yl]isoindoline, the title compound was synthesized according to Example 19a. Yield: 61%. Melting point: 173-175° C. [α]D=−44.4° (c=0.501, chloroform)